From a dataset of the Open Reaction Database (ORD), a public repository of structured organic reaction records. describe an organic reaction: reactants, conditions, products, and yield As a reaction SMILES: [Cl:40][CH:41]([Cl:42])[Cl:43].[N-:1]=[N+:2]=[N-:3].[Na+:39].[Na+:4].[O-:35][C:36]([OH:37])=[O:38].[O:10]=[C:11]1[CH:12]2[CH2:13][CH2:14][CH:15]([CH2:16]1)[CH:17]2[c:18]1[n:19][c:20]2[n:21]([CH2:32][CH2:33][CH3:34])[c:22](=[O:31])[n:23]([CH2:28][CH2:29][CH3:30])[c:24](=[O:27])[c:25]2[nH:26]1.[S:5](=[O:6])(=[O:7])([OH:8])[OH:9]>>[NH:1]1[C:11](=[O:10])[CH:12]2[CH2:13][CH2:14][CH:15]([CH2:16]1)[CH:17]2[c:18]1[nH:19][c:20]2[n:21]([CH2:32][CH2:33][CH3:34])[c:22](=[O:31])[n:23]([CH2:28][CH2:29][CH3:30])[c:24](=[O:27])[c:25]2[n:26]1. Product: CCCn1c(=O)c2nc(C3C4CCC3C(=O)NC4)[nH]c2n(CCC)c1=O. Starting materials: ClC(Cl)Cl, [N-]=[N+]=[N-], [Na+], [Na+], O=C([O-])O, CCCn1c(=O)c2[nH]c(C3C4CCC3C(=O)C4)nc2n(CCC)c1=O, O=S(=O)(O)O. Starting materials: Cl (HCl), [Mg] (magnesium), BrC1=CC2=C(C=C1)OCO2 (4-bromo- 1,2-methylenedioxybenzene), C1OC=2C=C(C=CC2O1)C1(C(=C(C2=CC=CC=C12)C1=CC2=C(C=C1)OCO2)C(=O)OCC)O (Ethyl(1RS)-1,3-di-(3,4-methylenedioxyphenyl)-1-hydroxyindene-2-carboxylate), C1OC=2C=C(C=CC2O1)[Mg]Br (3,4-methylenedioxyphenylmagnesium bromide), C1OC=2C=C(C=CC2O1)C1=C(C(C2=CC=CC=C12)=O)C(=O)OCC (ethyl 3-(3,4-methylenedioxyphenyl)-1-oxoindene-2-carboxylate). Solvent: C1CCOC1.CCOCC (THF Et2O), C1CCOC1 (THF), C1CCOC1.CCOCC (THF Et2O). Conditions: time 2 hour. The product is C1OC=2C=C(C=CC2O1)C1C(C(C2=CC=CC=C12)C1=CC2=C(C=C1)OCO2)C(=O)O ((1RS,3RS)-1,3-Di-(3,4-methylenedioxyphenyl)-indane-2-carboxylic acid). Yield: 42.0%. As a reaction SMILES: [CH2:1]1[O:9][C:8]2[CH:7]=[CH:6][C:5]([C:10]3(O)[C:18]4[C:13](=[CH:14][CH:15]=[CH:16][CH:17]=4)[C:12]([C:19]4[CH:24]=[CH:23][C:22]5[O:25][CH2:26][O:27][C:21]=5[CH:20]=4)=[C:11]3[C:28]([O:30]CC)=[O:29])=[CH:4][C:3]=2[O:2]1.[Mg].BrC1C=CC2OCOC=2C=1.C1OC2C=CC([Mg]Br)=CC=2O1.C1OC2C=CC(C3C4C(=CC=CC=4)C(=O)C=3C(OCC)=O)=CC=2O1.Cl>C1COCC1.CCOCC.C1COCC1>[CH2:1]1[O:9][C:8]2[CH:7]=[CH:6][C:5]([CH:10]3[C:18]4[C:13](=[CH:14][CH:15]=[CH:16][CH:17]=4)[CH:12]([C:19]4[CH:24]=[CH:23][C:22]5[O:25][CH2:26][O:27][C:21]=5[CH:20]=4)[CH:11]3[C:28]([OH:30])=[O:29])=[CH:4][C:3]=2[O:2]1 |f:6.7|. Procedure details: Ethyl(1RS)-1,3-di-(3,4-methylenedioxyphenyl)-1-hydroxyindene-2-carboxylate. To dry magnesium turnings (0.25 g, 10 mmol) under an argon atmosphere was added a solution of 4-bromo- 1,2-methylenedioxybenzene (2.1 g, 10 mmol) in 1: 10 THF Et2O (22 ml). The resulting solution was allowed to stir at room temperature for 2 h. During this time, additional THF (4 ml) was added. The resulting 3,4-methylenedioxyphenylmagnesium bromide was added to a solution of ethyl 3-(3,4-methylenedioxyphenyl)-1-oxoinden... Starting materials: N#Cc1ccc(F)cc1Br, [Li+], [Li+], O=C([O-])[O-], CC1NCCC1C(C)(C)O. Product: CC1C(C(C)(C)O)CCN1c1ccc(C#N)c(Br)c1. As a reaction SMILES: [Br:1][c:2]1[c:3]([C:4]#[N:5])[cH:6][cH:7][c:8]([F:10])[cH:9]1.[Li+:21].[Li+:22].[O-:23][C:24](=[O:25])[O-:26].[OH:11][C:12]([CH3:13])([CH3:14])[CH:15]1[CH:16]([CH3:20])[NH:17][CH2:18][CH2:19]1>>[Br:1][c:2]1[c:3]([C:4]#[N:5])[cH:6][cH:7][c:8]([N:17]2[CH:16]([CH3:20])[CH:15]([C:12]([OH:11])([CH3:13])[CH3:14])[CH2:19][CH2:18]2)[cH:9]1. Starting materials: CCOC(C)=O, CCCCN, CCO, O, O=C(O)c1ccc(O)cc1C(=O)O, c1ccccc1. Yields the product CCCCN1C(=O)c2ccc(O)cc2C1=O. As a reaction SMILES: [C:29]([O:30][CH2:31][CH3:32])(=[O:33])[CH3:34].[CH2:14]([CH2:15][CH2:16][CH3:17])[NH2:18].[CH3:19][CH2:20][OH:21].[OH2:22].[OH:1][C:2](=[O:3])[c:4]1[cH:5][cH:6][c:7]([OH:8])[cH:9][c:10]1[C:11]([OH:12])=[O:13].[cH:23]1[cH:24][cH:25][cH:26][cH:27][cH:28]1>>[C:2]1(=[O:3])[c:4]2[cH:5][cH:6][c:7]([OH:8])[cH:9][c:10]2[C:11](=[O:13])[N:18]1[CH2:14][CH2:15][CH2:16][CH3:17]. The reactants are C(C1=CC=CC=C1)OC1=C(C=CC=C1C(C)(C)C)C(C)(O)C=1C=C(C=CC1)C1=C(C=CC=C1)OC (1-(2-(Benzyloxy)-3-tert-butylphenyl)-1-(2′-methoxybiphenyl-3-yl)ethanol), C1(=CC=C(C=C1)S(=O)(=O)O)C (p-toluene sulfonic acid). The solvent is C(C)(=O)OCC (ethyl acetate), C1(=CC=CC=C1)C (toluene). Yields the product C(C1=CC=CC=C1)OC1=C(C=CC=C1C(C)(C)C)C(=C)C=1C=C(C=CC1)C1=C(C=CC=C1)OC (3′-(1-(2-(Benzyloxy)-3-tert-butylphenyl)vinyl)-2-methoxybiphenyl). RXN SMILES: [CH2:1]([O:8][C:9]1[C:14]([C:15]([CH3:18])([CH3:17])[CH3:16])=[CH:13][CH:12]=[CH:11][C:10]=1[C:19]([C:22]1[CH:23]=[C:24]([C:28]2[CH:33]=[CH:32][CH:31]=[CH:30][C:29]=2[O:34][CH3:35])[CH:25]=[CH:26][CH:27]=1)(O)[CH3:20])[C:2]1[CH:7]=[CH:6][CH:5]=[CH:4][CH:3]=1.C1(C)C=CC(S(O)(=O)=O)=CC=1>C1(C)C=CC=CC=1.C(OCC)(=O)C>[CH2:1]([O:8][C:9]1[C:14]([C:15]([CH3:17])([CH3:16])[CH3:18])=[CH:13][CH:12]=[CH:11][C:10]=1[C:19]([C:22]1[CH:23]=[C:24]([C:28]2[CH:33]=[CH:32][CH:31]=[CH:30][C:29]=2[O:34][CH3:35])[CH:25]=[CH:26][CH:27]=1)=[CH2:20])[C:2]1[CH:3]=[CH:4][CH:5]=[CH:6][CH:7]=1. Reported procedure: A solution of crude 27 (5 mmol) in toluene (120 mL) was treated with p-toluene sulfonic acid (0.2 g) and refluxed under a Dean-Stark trap for 2 hr. After cooling the reaction mixture was diluted with ethyl acetate (100 mL) and washed with saturated sodium bicarbonate (80 mL) and water (2×80 mL). The organic layer was dried over sodium sulfate, filtered and the solvent was removed on a rotary evaporator. The crude product was purified by chromatography on silica (80 g) with hexane (4 L). Pure 28 ...